The task is: describe an organic reaction: reactants, conditions, products, and yield. This data is from the Open Reaction Database (ORD), a public repository of structured organic reaction records. Starting materials: C[Al](C)C (trimethylaluminum), Cl.C(C)ON (ethoxyamine hydrochloride), Cl (hydrochloric acid), CC1=NC(=NC(=C1)C)NC(=O)NS(=O)(=O)C1=C(C=CC=C1)C(=O)OC (N-[(4,6-dimethylpyrimidin-2-yl)aminocarbonyl]-2-methoxycarbonylbenzenesulfonamide). The solvent is C(Cl)Cl (methylene chloride). Yields the product CC1=NC(=NC(=C1)C)NC(=O)NS(=O)(=O)C1=C(C=CC=C1)C(=O)NOCC (N-[(4,6-dimethylpyrimidin-2-yl)aminocarbonyl]-2-ethoxyaminocarbonylbenzenesulfonamide). As a reaction SMILES: C[Al](C)C.Cl.[CH2:6]([O:8][NH2:9])[CH3:7].[CH3:10][C:11]1[CH:16]=[C:15]([CH3:17])[N:14]=[C:13]([NH:18][C:19]([NH:21][S:22]([C:25]2[CH:30]=[CH:29][CH:28]=[CH:27][C:26]=2[C:31](OC)=[O:32])(=[O:24])=[O:23])=[O:20])[N:12]=1.Cl>C(Cl)Cl>[CH3:10][C:11]1[CH:16]=[C:15]([CH3:17])[N:14]=[C:13]([NH:18][C:19]([NH:21][S:22]([C:25]2[CH:30]=[CH:29][CH:28]=[CH:27][C:26]=2[C:31]([NH:9][O:8][CH2:6][CH3:7])=[O:32])(=[O:24])=[O:23])=[O:20])[N:12]=1 |f:1.2|. Reported procedure: To 2.9 g of trimethylaluminum in 100 ml of methylene chloride is added 2.0 g of ethoxyamine hydrochloride with stirring at ambient temperature. To this mixture is added 3.0 g of N-[(4,6-dimethylpyrimidin-2-yl)aminocarbonyl]-2-methoxycarbonylbenzenesulfonamide and the solution is refluxed for 18 hours. The reaction mixture is treated with aqueous hydrochloric acid and the resulting precipitated product is purified by chromatography. Reactants: ClC1=CC=C(C(=C1C(=O)OCC)F)CNC(C(C)(C)C)=O (ethyl 6-chloro-2-fluoro-3-(pivalamidomethyl)benzoate), [OH-].[Na+] (NaOH), C(CC(O)(C(=O)O)CC(=O)O)(=O)O (citric acid). Run in C1CCOC1.CO.O (THF MeOH H2O). Run at time 3 hour. Yields the product ClC1=CC=C(C(=C1C(=O)O)F)CNC(C(C)(C)C)=O (6-chloro-2-fluoro-3-(pivalamidomethyl)benzoic acid). Isolated yield 76.7%. Reaction SMILES: [Cl:1][C:2]1[C:7]([C:8]([O:10]CC)=[O:9])=[C:6]([F:13])[C:5]([CH2:14][NH:15][C:16](=[O:21])[C:17]([CH3:20])([CH3:19])[CH3:18])=[CH:4][CH:3]=1.[OH-].[Na+].C(O)(=O)CC(CC(O)=O)(C(O)=O)O>C1COCC1.CO.O>[Cl:1][C:2]1[C:7]([C:8]([OH:10])=[O:9])=[C:6]([F:13])[C:5]([CH2:14][NH:15][C:16](=[O:21])[C:17]([CH3:19])([CH3:18])[CH3:20])=[CH:4][CH:3]=1 |f:1.2,4.5.6|. Procedure: To a solution of ethyl 6-chloro-2-fluoro-3-(pivalamidomethyl)benzoate (100 mg, 0.317 mmol) in THF:MeOH:H2O (3:2:1; 6 mL) was added NaOH (25 mg, 0.634 mmol). The reaction mass was stirred at rt for 3 h. The reaction mass was neutralized with citric acid and concentrated. The residue was diluted with EtOAc and was washed with water and brine. The organic layer was separated, dried, filtered and concentrated to afford 70 mg of the title product. 1H NMR (300 MHz, DMSO-d6): δ 14.10 (s, 1H), 8.14 (br ... Starting materials: C1CCOC1, CCCCc1nc(C(=O)OCC)cs1, Cl, [Li+], [OH-], O. The product is CCCCc1nc(C(=O)O)cs1. As a reaction SMILES: [CH2:18]1[O:19][CH2:20][CH2:21][CH2:22]1.[CH2:3]([CH2:4][CH2:5][CH3:6])[c:7]1[s:8][cH:9][c:10]([C:12](=[O:13])[O:14][CH2:15][CH3:16])[n:11]1.[ClH:17].[Li+:1].[OH-:2].[OH2:23]>>[CH2:3]([CH2:4][CH2:5][CH3:6])[c:7]1[s:8][cH:9][c:10]([C:12](=[O:13])[OH:14])[n:11]1. Reactants: C1(CC1)NS(=O)(=O)CCCCCCN1CCN(CC1)C(C1=CC=CC=C1)C1=CC(=CC=C1)Cl (N-Cyclopropyl-6-[4-[(3-chlorophenyl)phenylmethyl]-1-piperazinyl]hexanesulfonamide), Cl.CO (HCl methanol). The solvent is CO (methanol). The product is Cl.Cl.C1(CC1)NS(=O)(=O)CCCCCCN1CCN(CC1)C(C1=CC=CC=C1)C1=CC(=CC=C1)Cl (N-cyclopropyl-6-[-4-[(3-chlorophenyl)phenylmethyl]-1-piperazinyl]hexanesulfonamide dihydrochloride). Reaction SMILES: [CH:1]1([NH:4][S:5]([CH2:8][CH2:9][CH2:10][CH2:11][CH2:12][CH2:13][N:14]2[CH2:19][CH2:18][N:17]([CH:20]([C:27]3[CH:32]=[CH:31][CH:30]=[C:29]([Cl:33])[CH:28]=3)[C:21]3[CH:26]=[CH:25][CH:24]=[CH:23][CH:22]=3)[CH2:16][CH2:15]2)(=[O:7])=[O:6])[CH2:3][CH2:2]1.[ClH:34].CO>CO>[ClH:33].[ClH:34].[CH:1]1([NH:4][S:5]([CH2:8][CH2:9][CH2:10][CH2:11][CH2:12][CH2:13][N:14]2[CH2:19][CH2:18][N:17]([CH:20]([C:27]3[CH:32]=[CH:31][CH:30]=[C:29]([Cl:33])[CH:28]=3)[C:21]3[CH:26]=[CH:25][CH:24]=[CH:23][CH:22]=3)[CH2:16][CH2:15]2)(=[O:7])=[O:6])[CH2:3][CH2:2]1 |f:1.2,4.5.6|. Reported procedure: N-Cyclopropyl-6-[4-[(3-chlorophenyl)phenylmethyl]-1-piperazinyl]hexanesulfonamide (1.00 g, 2.04 mmol) prepared in the same manner as in Example 1 was dissolved in methanol (10 ml). A 15% HCl-methanol solution was added thereto to make the solution acidic, and the solvent was then removed by evaporation in vacuo. Acetone was added to the residue, and the precipitated crystals were collected by filtration. The crystals were recrystallized from ethanol, to give N-cyclopropyl-6-[-4-[(3-chlorophenyl)... Reactants: C[O-], CO, CC(C)NC(=O)c1ccnc(Cl)c1, [Na+]. The product is COc1cc(C(=O)NC(C)C)ccn1. Reaction SMILES: [CH3:14][O-:15].[CH3:17][OH:18].[Cl:1][c:2]1[cH:3][c:4]([C:5](=[O:6])[NH:7][CH:8]([CH3:9])[CH3:10])[cH:11][cH:12][n:13]1.[Na+:16]>>[c:2]1([O:15][CH3:14])[cH:3][c:4]([C:5](=[O:6])[NH:7][CH:8]([CH3:9])[CH3:10])[cH:11][cH:12][n:13]1. Reactants: CCCCCCCCCCCCCCCCCCOCC(COC(c1ccccc1)(c1ccccc1)c1ccccc1)OC(=O)NC, ClCCl, O=C(O)C(F)(F)F. The product is CCCCCCCCCCCCCCCCCCOCC(CO)OC(=O)NC. RXN SMILES: [CH3:1][NH:2][C:3](=[O:4])[O:5][CH:6]([CH2:7][O:8][CH2:9][CH2:10][CH2:11][CH2:12][CH2:13][CH2:14][CH2:15][CH2:16][CH2:17][CH2:18][CH2:19][CH2:20][CH2:21][CH2:22][CH2:23][CH2:24][CH2:25][CH3:26])[CH2:27][O:28][C:29]([c:30]1[cH:31][cH:32][cH:33][cH:34][cH:35]1)([c:36]1[cH:37][cH:38][cH:39][cH:40][cH:41]1)[c:42]1[cH:43][cH:44][cH:45][cH:46][cH:47]1.[Cl:55][CH2:56][Cl:57].[OH:48][C:49]([C:50]([F:51])([F:52])[F:53])=[O:54]>>[CH3:1][NH:2][C:3](=[O:4])[O:5][CH:6]([CH2:7][O:8][CH2:9][CH2:10][CH2:11][CH2:12][CH2:13][CH2:14][CH2:15][CH2:16][CH2:17][CH2:18][CH2:19][CH2:20][CH2:21][CH2:22][CH2:23][CH2:24][CH2:25][CH3:26])[CH2:27][OH:28].